Task: describe an organic reaction: reactants, conditions, products, and yield. Dataset: the Open Reaction Database (ORD), a public repository of structured organic reaction records The reactants are COCCCBr, [Cl-], ClCCl, [NH4+], CN(C)C=O, COC(=O)c1ccc2cc[nH]c2c1. Yields the product COCCCn1ccc2ccc(C(=O)OC)cc21. As a reaction SMILES: [Br:14][CH2:15][CH2:16][CH2:17][O:18][CH3:19].[Cl-:20].[Cl:27][CH2:28][Cl:29].[NH4+:21].[O:22]=[CH:23][N:24]([CH3:25])[CH3:26].[nH:1]1[cH:2][cH:3][c:4]2[cH:5][cH:6][c:7]([C:10](=[O:11])[O:12][CH3:13])[cH:8][c:9]12>>[n:1]1([CH2:15][CH2:16][CH2:17][O:18][CH3:19])[cH:2][cH:3][c:4]2[cH:5][cH:6][c:7]([C:10](=[O:11])[O:12][CH3:13])[cH:8][c:9]12.